Dataset: the Open Reaction Database (ORD), a public repository of structured organic reaction records. Task: describe an organic reaction: reactants, conditions, products, and yield Reaction SMILES: [Cl:1][C:2]1[CH:7]=[C:6]([Cl:8])[CH:5]=[CH:4][C:3]=1[OH:9].[CH3:10][C:11]1[CH:20]=[CH:19][C:14]([C:15](=[O:18])[CH2:16]Cl)=[CH:13][CH:12]=1.C(=O)([O-])[O-].[K+].[K+]>>[Cl:1][C:2]1[CH:7]=[C:6]([Cl:8])[CH:5]=[CH:4][C:3]=1[O:9][CH2:16][C:15]([C:14]1[CH:19]=[CH:20][C:11]([CH3:10])=[CH:12][CH:13]=1)=[O:18] |f:2.3.4|. Yields the product ClC1=C(OCC(=O)C2=CC=C(C=C2)C)C=CC(=C1)Cl (w-(2,4-dichlorophenoxy)-p-methylacetophenone). Reactants: ClC1=C(C=CC(=C1)Cl)O (2,4-dichlorophenol), CC1=CC=C(C(CCl)=O)C=C1 (4-methylphenacyl chloride), C([O-])([O-])=O.[K+].[K+] (potassium carbonate). Procedure: Following the procedure given in Example 13a 2,4-dichlorophenol was interacted with an equimolar quantity of 4-methylphenacyl chloride in the presence of potassium carbonate to give w-(2,4-dichlorophenoxy)-p-methylacetophenone. Recrystallized from 2-ethoxyethanol, this product melted at 96.5°-98.5° C. Reactants: FC=1C=C(C=C(C1NS(=O)(=O)C)F)C(C)NC(=O)C=1N=C(OC1)Cl (2-Chloro-oxazole-4-carboxylic acid [1-(3,5-difluoro-4-methanesulfonylamino-phenyl)-ethyl]-amide), C=C1C=2C=CC=C(C2CCC1)O (5-methylene-5,6,7,8-tetrahydro-naphthalen-1-ol). Yields the product FC=1C=C(C=C(C1NS(=O)(=O)C)F)C(C)NC(=O)C=1N=C(OC1)OC1=CC=CC=2C(CCCC12)=C (2-(5-Methylene-5,6,7,8-tetrahydro-naphthalen-1-yloxy)-oxazole-4-carboxylic acid [1-(3,5-difluoro-4-methanesulfonylamino-phenyl)-ethyl]-amide). Yield: 79.4%. As a reaction SMILES: [F:1][C:2]1[CH:3]=[C:4]([CH:14]([NH:16][C:17]([C:19]2[N:20]=[C:21](Cl)[O:22][CH:23]=2)=[O:18])[CH3:15])[CH:5]=[C:6]([F:13])[C:7]=1[NH:8][S:9]([CH3:12])(=[O:11])=[O:10].[CH2:25]=[C:26]1[CH2:35][CH2:34][CH2:33][C:32]2[C:31]([OH:36])=[CH:30][CH:29]=[CH:28][C:27]1=2>>[F:1][C:2]1[CH:3]=[C:4]([CH:14]([NH:16][C:17]([C:19]2[N:20]=[C:21]([O:36][C:31]3[C:32]4[CH2:33][CH2:34][CH2:35][C:26](=[CH2:25])[C:27]=4[CH:28]=[CH:29][CH:30]=3)[O:22][CH:23]=2)=[O:18])[CH3:15])[CH:5]=[C:6]([F:13])[C:7]=1[NH:8][S:9]([CH3:12])(=[O:11])=[O:10]. Procedure: 2-Chloro-oxazole-4-carboxylic acid [1-(3,5-difluoro-4-methanesulfonylamino-phenyl)-ethyl]-amide (50 mg, 0.13 mmol) was reacted with 5-methylene-5,6,7,8-tetrahydro-naphthalen-1-ol (43 mg, 0.26 mmol, example 39) to give the title compound (52 mg, 85%) after purification by column chromatography (gradient 12% to 100% EtOAc in n-hexane). Starting materials: NCCCC(=O)O (4-Aminobutyric acid), O1CCCC1 (tetrahydrofuran), acid, C(C1=CC=CC=C1)OC(=O)Cl (benzyloxycarbonyl chloride), [OH-].[Na+] (sodium hydroxide). The solvent is O (water), C(C)(=O)OCC (ethyl acetate), CO (methanol). Conditions: temperature 2.5 celsius. Yields the product C(C1=CC=CC=C1)OC(=O)NCCCC(=O)OC (methyl 4-(benzyloxycarbonylamino)butyrate). Reaction SMILES: [NH2:1][CH2:2][CH2:3][CH2:4][C:5]([OH:7])=[O:6].[CH2:8]([O:15][C:16](Cl)=[O:17])[C:9]1[CH:14]=[CH:13][CH:12]=[CH:11][CH:10]=1.[OH-].[Na+].O1CCC[CH2:22]1>O.CO.C(OCC)(=O)C>[CH2:8]([O:15][C:16]([NH:1][CH2:2][CH2:3][CH2:4][C:5]([O:7][CH3:22])=[O:6])=[O:17])[C:9]1[CH:14]=[CH:13][CH:12]=[CH:11][CH:10]=1 |f:2.3|. Reported procedure: 4-Aminobutyric acid (7.5 g) was dissolved in a mixture of tetrahydrofuran (80 ml) and water (80 ml), which was cooled at 0 to 5° C. in an ice bath. To a resulting mixture was added dropwise benzyloxycarbonyl chloride (10.4 ml) with maintaining the pH from pH 8.0 to 9.0 with 30% aqueous sodium hydroxide solution at 0 to 5° C. The reaction mixture was washed with ethyl acetate (300 ml) and aqueous layer was separated, which was adjusted to pH 1.0 with 6N-aqueous hydrochloric acid and extracted wit... Starting materials: CC(C)C[Al+]CC(C)C, CCOCC, [Cl-], ClCCl, [H-], N#Cc1ccc(-c2cn3cc(I)ccc3n2)cc1, [Mg+2], [NH4+], O=S(=O)([O-])[O-], C1CCOC1. The product is O=Cc1ccc(-c2cn3cc(I)ccc3n2)cc1. Reaction SMILES: [CH2:20]([Al+:21][CH2:22][CH:23]([CH3:24])[CH3:25])[CH:26]([CH3:27])[CH3:28].[CH3:37][CH2:38][O:39][CH2:40][CH3:41].[Cl-:29].[Cl:42][CH2:43][Cl:44].[H-:19].[I:1][c:2]1[cH:3][cH:4][c:5]2[n:6]([cH:7]1)[cH:8][c:9](-[c:11]1[cH:12][cH:13][c:14]([C:15]#[N:16])[cH:17][cH:18]1)[n:10]2.[Mg+2:31].[NH4+:30].[O-:32][S:33](=[O:34])(=[O:35])[O-:36].[O:45]1[CH2:46][CH2:47][CH2:48][CH2:49]1>>[I:1][c:2]1[cH:3][cH:4][c:5]2[n:6]([cH:7]1)[cH:8][c:9](-[c:11]1[cH:12][cH:13][c:14]([CH:15]=[O:32])[cH:17][cH:18]1)[n:10]2. Reactants: C([C@@H](O)C)(=O)[O-].[Na+] (sodium L-lactate), C(C(C)C)(=O)O (isobutyric acid), [OH-].[Na+] (NaOH), GS115-MSP10, C(CO)(=O)[O-] (glycolate), CCCCCCCCCCCCC[N+](C)(C)CC=1C=CC=CC1.[Cl-] (benzalkonium chloride), O=O (oxygen). Run in aqueous solution. Reaction conditions: time 3 hour. Product: C(C(=O)C)(=O)[O-] (pyruvate), C(C)(=O)[O-] (acetate). RXN SMILES: [C:1]([O-:6])(=[O:5])[C@H:2]([CH3:4])[OH:3].[Na+].[C:8]([OH:13])(=[O:12])[CH:9](C)C.[OH-].[Na+].C([O-])(=O)CO.CCCCCCCCCCCCC[N+](CC1C=CC=CC=1)(C)C.[Cl-].O=O>>[C:1]([O-:6])(=[O:5])[C:2]([CH3:4])=[O:3].[C:8]([O-:13])(=[O:12])[CH3:9] |f:0.1,3.4,6.7|. Reported procedure: The procedure described in Example 1 was repeated using 10 mL of an aqueous solution containing sodium L-lactate (0.50M) and isobutyric acid (HPLC internal standard, 0.100M) at pH 9.0 (adjusted with 50% NaOH), to which was added 0.66 g (wet weight) of Pichia pastoris transformant GS115-MSP10 (6.27 IU/mL glycolate oxidase and I0,000 IU/mL catalase) which had been permeabilized by treatment with 0.1% benzalkonium chloride ("BARQUAT" OJ-50); no buffer was added. The reaction temperature was 15° C. ... Reactants: CC1(C(C(C2=CC=CC=C12)=O)C)C (3,3,2-Trimethyl-1-indanone), [H-].[H-].[H-].[H-].[Li+].[Al+3] (LiAlH4), Cl (HCl). Solvent: C1CCOC1 (THF), C1CCOC1 (THF). Product: CC1C(C2=CC=CC=C2C1(C)C)O (2,3,3-Trimethylindane-1-ol). The yield is 98.7%. RXN SMILES: [CH3:1][C:2]1([CH3:13])[C:10]2[C:5](=[CH:6][CH:7]=[CH:8][CH:9]=2)[C:4](=[O:11])[CH:3]1[CH3:12].[H-].[H-].[H-].[H-].[Li+].[Al+3].Cl>C1COCC1>[CH3:12][CH:3]1[C:2]([CH3:13])([CH3:1])[C:10]2[C:5](=[CH:6][CH:7]=[CH:8][CH:9]=2)[CH:4]1[OH:11] |f:1.2.3.4.5.6|. Procedure details: 3,3,2-Trimethyl-1-indanone (9.03 g, 50 mmol) as prepared above was dissolved in THF (40 ml) and added to the suspension of LiAlH4 (3.80 g, 100 mmol, 2 equiv.) in THF (10 ml). The mixture was heated to reflux for 2 h, then cooled to 5° C. and hydrolysed via addition of 2N aq. HCl-solution. The crude product obtained after extraction with MTBE, washing with sat. aq. NaHCO3 solution and brine, drying over MgSO4 and concentrating in a rotary evaporator was distilled at 0.1 mbar/72-73° C. to yield 8....